Task: describe an organic reaction: reactants, conditions, products, and yield. Dataset: the Open Reaction Database (ORD), a public repository of structured organic reaction records The reactants are C(C)(=O)OCC (ethyl acetate), COC1=C(C=C(C=O)C=C1)OCCC1=CC=CC=C1 (4-methoxy-3-(2-phenylethoxy)-benzaldehyde), C(CCCC)Br (pentyl bromide), [H-].[Na+] (sodium hydride), [H-].[Na+] (sodium hydride). Solvent: O (water), COCCOC (1,2-dimethoxyethane), triethyl phosphonoacetate. Run at time 1 hour. Product: COC1=C(C=C(C=C1)C=C(C(=O)OCC)CCCCC)OCCC1=CC=CC=C1 (ethyl 3-[4-methoxy-3-(2-phenylethoxy)phenyl]-2-pentylacrylate). RXN SMILES: [H-].[Na+].[CH2:3](Br)[CH2:4][CH2:5][CH2:6][CH3:7].[CH3:9][O:10][C:11]1[CH:18]=[CH:17][C:14]([CH:15]=O)=[CH:13][C:12]=1[O:19][CH2:20][CH2:21][C:22]1[CH:27]=[CH:26][CH:25]=[CH:24][CH:23]=1.[C:28]([O:31][CH2:32][CH3:33])(=[O:30])[CH3:29]>COCCOC.O>[CH3:9][O:10][C:11]1[CH:18]=[CH:17][C:14]([CH:15]=[C:29]([CH2:3][CH2:4][CH2:5][CH2:6][CH3:7])[C:28]([O:31][CH2:32][CH3:33])=[O:30])=[CH:13][C:12]=1[O:19][CH2:20][CH2:21][C:22]1[CH:27]=[CH:26][CH:25]=[CH:24][CH:23]=1 |f:0.1|. Procedure: To a suspension of 60% sodium hydride (oily)(0.847 mg) in 25 ml of 1,2-dimethoxyethane, 4.20 ml of triethyl phosphonoacetate was added dropwise over 10 minutes and stirred at room temperature for 1 hour. To this reaction solution, 2.65 ml of pentyl bromide was added, and then refluxed by heating for 3 hours under stirring. Thereafter, the reaction solution was cooled to room temperature and 0.857 mg of 60% sodium hydride (oily) was added thereto. After stirring at room temperature for 30 minutes... Starting materials: CCCCCCCCCCCCCC(=O)N(C)CCC(=O)O, CCCCCCCCC(CO)CCCCCC, [Na+], [OH-], Cc1ccc(S(=O)(=O)O)cc1. Product: CCCCCCCCCCCCCC(=O)N(C)CCC(=O)OCC(CCCCCC)CCCCCCCC. RXN SMILES: [C:1]([CH2:2][CH2:3][CH2:4][CH2:5][CH2:6][CH2:7][CH2:8][CH2:9][CH2:10][CH2:11][CH2:12][CH2:13][CH3:14])(=[O:15])[N:16]([CH2:17][CH2:18][C:19](=[O:20])[OH:21])[CH3:22].[CH2:23]([CH2:24][CH2:25][CH2:26][CH2:27][CH3:28])[CH:29]([CH2:30][OH:31])[CH2:32][CH2:33][CH2:34][CH2:35][CH2:36][CH2:37][CH2:38][CH3:39].[Na+:52].[OH-:51].[c:40]1([CH3:41])[cH:42][cH:43][c:44]([S:45]([OH:46])(=[O:47])=[O:48])[cH:49][cH:50]1>>[C:1]([CH2:2][CH2:3][CH2:4][CH2:5][CH2:6][CH2:7][CH2:8][CH2:9][CH2:10][CH2:11][CH2:12][CH2:13][CH3:14])(=[O:15])[N:16]([CH2:17][CH2:18][C:19]([O:20][CH2:30][CH:29]([CH2:23][CH2:24][CH2:25][CH2:26][CH2:27][CH3:28])[CH2:32][CH2:33][CH2:34][CH2:35][CH2:36][CH2:37][CH2:38][CH3:39])=[O:21])[CH3:22]. Yields the product O=[N+]([O-])C=Cc1ccccc1. The reactants are CCCCN, CC(=O)O, O=Cc1ccccc1, C[N+](=O)[O-]. RXN SMILES: [CH2:9]([NH2:10])[CH2:11][CH2:12][CH3:13].[CH3:14][C:15](=[O:16])[OH:17].[CH:1](=[O:2])[c:3]1[cH:4][cH:5][cH:6][cH:7][cH:8]1.[N+:18](=[O:19])([O-:20])[CH3:21]>>[CH:1]([c:3]1[cH:4][cH:5][cH:6][cH:7][cH:8]1)=[CH:21][N+:18](=[O:19])[O-:20]. Reactants: [N+](=O)([O-])C1=CC=C(C=C1)C=1C=C2C=CC=CN2C1 (2-(4-nitrophenyl)indolizine), [BH4-].[Na+] (NaBH4). The reagents and catalysts are CC(=O)[O-].CC(=O)[O-].[Cu+2] (Cu(OAc)2). The solvent is CCO (EtOH). Reaction conditions: time 3 hour. The product is NC1=CC=C(C=C1)C=1C=C2C=CC=CN2C1 (2-(4-Aminophenyl)indolizine). Isolated yield 52.6%. As a reaction SMILES: [N+:1]([C:4]1[CH:9]=[CH:8][C:7]([C:10]2[CH:11]=[C:12]3[N:17]([CH:18]=2)[CH:16]=[CH:15][CH:14]=[CH:13]3)=[CH:6][CH:5]=1)([O-])=O.[BH4-].[Na+]>CCO.CC([O-])=O.CC([O-])=O.[Cu+2]>[NH2:1][C:4]1[CH:5]=[CH:6][C:7]([C:10]2[CH:11]=[C:12]3[N:17]([CH:18]=2)[CH:16]=[CH:15][CH:14]=[CH:13]3)=[CH:8][CH:9]=1 |f:1.2,4.5.6|. Procedure: To a suspension of 2-(4-nitrophenyl)indolizine (0.2 g, 0.84 mmol) and Cu(OAc)2 (0.16 g, 0.88 mmol) in EtOH (50 mL) was added NaBH4 (0.64 g, 16.8 mmol). The resulting mixture was stirred at room temperature for 3 hrs and concentrated in vacuo. The residue was dissolved in H2O (20 mL) and extracted with EtOAc (3×20 mL). The combined organic layers were dried (MgSO4), filtered. The filtrate was concentrated in vacuo to give a solid (0.092 g, 53%). 1H NMR (CDCl3, 400 MHz) δ: 7.87 (dd, J=6.8, 1.2 Hz,... The reactants are C(=S)(Cl)Cl (thiophosgene), C([O-])([O-])=O.[Ca+2] (calcium carbonate), CCOCC (ether), ClC=1C=CC(=NC1)N (5-chloro-2-aminopyridine). Run in O (water). Product: ClC=1C=CC(=NC1)N=C=S (5-chloro-2-pyridylisothiocyanate). As a reaction SMILES: [C:1](Cl)(Cl)=[S:2].CCOCC.[Cl:10][C:11]1[CH:12]=[CH:13][C:14]([NH2:17])=[N:15][CH:16]=1.C(=O)([O-])[O-].[Ca+2]>O>[Cl:10][C:11]1[CH:12]=[CH:13][C:14]([N:17]=[C:1]=[S:2])=[N:15][CH:16]=1 |f:3.4|. Procedure: A solution of 16.3 ml. of thiophosgene in 600 ml. of ether is added with rapid stirring to a suspension of 25.6 g. of 5-chloro-2-aminopyridine and 42 g. of calcium carbonate in 600 ml. of water. The reaction mixture is stirred for 11/2 hours and the ether layer separated and the water layer extracted with a 400 ml. portion of ether. The combined ether extracts are washed with water, dried over magnesium sulfate and evaporated to dryness in vacuo affording 29.9 g. of a dark red oil. The oil is di... Reactants: [BH3-]C#N, CC(C)=O, CC(=O)O, CO, CC(C)(C)OC(=O)N1CCC(N)C1, [Na+]. Yields the product CC(C)NC1CCN(C(=O)OC(C)(C)C)C1. As a reaction SMILES: [C:18]([BH3-:19])#[N:20].[CH3:14][C:15]([CH3:16])=[O:17].[CH3:22][C:23](=[O:24])[OH:25].[CH3:26][OH:27].[NH2:1][CH:2]1[CH2:3][N:4]([C:7](=[O:8])[O:9][C:10]([CH3:11])([CH3:12])[CH3:13])[CH2:5][CH2:6]1.[Na+:21]>>[NH:1]([CH:2]1[CH2:3][N:4]([C:7](=[O:8])[O:9][C:10]([CH3:11])([CH3:12])[CH3:13])[CH2:5][CH2:6]1)[CH:15]([CH3:14])[CH3:16]. The reactants are COC(CC1=CC2=CC=C(C=C2C(=C1C)OS(=O)(=O)C(F)(F)F)F)=O ((6-fluoro-3-methyl-4-trifluoromethanesulfonyloxy-naphthalen-2-yl)-acetic acid methyl ester), C1(=CC=CC=C1)P(C1=CC=CC=C1)C1=CC=CC=C1 (Triphenylphosphine), FC1=CC=C(C=C1)NS(=O)(=O)C1=CC=C(C=C1)B(O)O (4-(N-(4-fluorophenyl)sulfamoyl)phenylboronic acid), aqueous solution, C([O-])([O-])=O.[Na+].[Na+] (sodium carbonate). Product: COC(CC1=CC2=CC=C(C=C2C(=C1C)C1=CC=C(C=C1)S(NC1=CC=C(C=C1)F)(=O)=O)F)=O ({6-fluoro-4-[4-(4-fluoro-phenylsulfamoyl)-phenyl]-3-methyl-naphthalen-2-yl}-acetic acid methyl ester). RXN SMILES: [CH3:1][O:2][C:3](=[O:25])[CH2:4][C:5]1[C:14]([CH3:15])=[C:13](OS(C(F)(F)F)(=O)=O)[C:12]2[C:7](=[CH:8][CH:9]=[C:10]([F:24])[CH:11]=2)[CH:6]=1.C1(P(C2C=CC=CC=2)C2C=CC=CC=2)C=CC=CC=1.[F:45][C:46]1[CH:51]=[CH:50][C:49]([NH:52][S:53]([C:56]2[CH:61]=[CH:60][C:59](B(O)O)=[CH:58][CH:57]=2)(=[O:55])=[O:54])=[CH:48][CH:47]=1.C(=O)([O-])[O-].[Na+].[Na+]>C(COC)OC.C([O-])(=O)C.[Pd+2].C([O-])(=O)C.O>[CH3:1][O:2][C:3](=[O:25])[CH2:4][C:5]1[C:14]([CH3:13])=[C:15]([C:59]2[CH:58]=[CH:57][C:56]([S:53](=[O:54])(=[O:55])[NH:52][C:49]3[CH:50]=[CH:51][C:46]([F:45])=[CH:47][CH:48]=3)=[CH:61][CH:60]=2)[C:8]2[C:7](=[CH:12][CH:11]=[C:10]([F:24])[CH:9]=2)[CH:6]=1 |f:3.4.5,7.8.9|. Run in O (Water), C(OC)COC (dimethoxyethane). Procedure details: A stirred solution of (6-fluoro-3-methyl-4-trifluoromethanesulfonyloxy-naphthalen-2-yl)-acetic acid methyl ester (0.10 g, 0.26 mmol) in dimethoxyethane (5 mL) was purged with argon for 5 minutes at room temperature. Triphenylphosphine (0.016 g, 0.06 mmol), palladium (II) acetate (0.007 g, 0.03 mmol), 4-(N-(4-fluorophenyl)sulfamoyl)phenylboronic acid (0.105 g, 0.35 mmol) and a 2 M aqueous solution of sodium carbonate (0.5 mL, 1.0 mmol) were added simultaneously to the reaction mixture at room tem... Isolated yield 12.0%. Reagents/catalysts: C(C)(=O)[O-].[Pd+2].C(C)(=O)[O-] (palladium (II) acetate). Reactants: CC1=NN=C2N1N=C(C=C2)C=2C=C(C=CC2)NC(C)=O (N-[3-(3-methyl-1,2,4-triazolo[4,3-b]pyridazin-6-yl)phenyl]acetamide), [H-].[Na+] (sodium hydride), CN(C=O)C (dimethylformamide), BrCC1CC1 ((bromomethyl)cyclopropane). Solvent: O (water). Reaction conditions: time 1 hour. Yields the product C1(CC1)CN(C(C)=O)C1=CC(=CC=C1)C=1C=CC=2N(N1)C(=NN2)C (N-(Cyclopropylmethyl)-N-[3-(3-methyl-1,2,4-triazolo[4,3-b]pyridazin-6-yl)phenyl]acetamide). Reaction SMILES: [CH3:1][C:2]1[N:6]2[N:7]=[C:8]([C:11]3[CH:12]=[C:13]([NH:17][C:18](=[O:20])[CH3:19])[CH:14]=[CH:15][CH:16]=3)[CH:9]=[CH:10][C:5]2=[N:4][N:3]=1.[H-].[Na+].CN(C)C=O.Br[CH2:29][CH:30]1[CH2:32][CH2:31]1>O>[CH:30]1([CH2:29][N:17]([C:13]2[CH:14]=[CH:15][CH:16]=[C:11]([C:8]3[CH:9]=[CH:10][C:5]4[N:6]([C:2]([CH3:1])=[N:3][N:4]=4)[N:7]=3)[CH:12]=2)[C:18](=[O:20])[CH3:19])[CH2:32][CH2:31]1 |f:1.2|. Reported procedure: A mixture of 3.0 g of N-[3-(3-methyl-1,2,4-triazolo[4,3-b]pyridazin-6-yl)phenyl]acetamide, 0.6 g of sodium hydride (50% in oil) and 250 ml of dimethylformamide was stirred under argon for 1 hour, then 1.2 ml of (bromomethyl)cyclopropane was added. This mixture was stirred overnight, then poured into 200 ml of water and extracted with 150 ml portions of dichloromethane. The extracts were combined, dried and evaporated. The residue was chromatographed on a silica gel column, eluting with dichlorom...